From a dataset of the Open Reaction Database (ORD), a public repository of structured organic reaction records. describe an organic reaction: reactants, conditions, products, and yield The reactants are ice water, OC1CCN(CC1)C (4-hydroxy-1-methylpiperidine), ClC1=NOC2=C1C=C(C=C2)Cl (3,5-dichloro-1,2-benzisoxazole), [H-].[Na+] (sodium hydride). Run in CN(C=O)C (dimethylformamide). Conditions: time 30 minute. Yields the product ClC=1C=CC2=C(C(=NO2)OC2CCN(CC2)C)C1 (5-Chloro-3-(1-methyl-4-piperidyloxy)-1,2-benzisoxazole). Isolated yield 67.1%. Reaction SMILES: [OH:1][CH:2]1[CH2:7][CH2:6][N:5]([CH3:8])[CH2:4][CH2:3]1.[H-].[Na+].Cl[C:12]1[C:16]2[CH:17]=[C:18]([Cl:21])[CH:19]=[CH:20][C:15]=2[O:14][N:13]=1>CN(C)C=O>[Cl:21][C:18]1[CH:19]=[CH:20][C:15]2[O:14][N:13]=[C:12]([O:1][CH:2]3[CH2:7][CH2:6][N:5]([CH3:8])[CH2:4][CH2:3]3)[C:16]=2[CH:17]=1 |f:1.2|. Procedure: A solution of 1.53 g (13.3 mmole) of 4-hydroxy-1-methylpiperidine in 25 ml of dimethylformamide was cooled to 5° C. in an atmosphere of nitrogen. 0.58 g (13.3 mmole) of sodium hydride (as a 55% w/w dispersion in mineral oil) was added to the solution, and then the solution was stirred at room temperature for 30 minutes. The reaction mixture was cooled to 5° C., and then 2.50 g (13.3 mmole) of 3,5-dichloro-1,2-benzisoxazole were added to it; the resulting mixture was then stirred at 5° C. for 30 ...